This data is from the Open Reaction Database (ORD), a public repository of structured organic reaction records. The task is: describe an organic reaction: reactants, conditions, products, and yield Starting materials: CO, ClC(Cl)Cl, Cl, Cc1cc(Cn2cnc3c(Cl)nc(N)nc32)c(C)s1, [Na+], [OH-]. The product is Cc1cc(Cn2cnc3c(=O)[nH]c(N)nc32)c(C)s1. RXN SMILES: [CH3:27][OH:28].[CH:23]([Cl:24])([Cl:25])[Cl:26].[ClH:20].[NH2:1][c:2]1[n:3][c:4]([Cl:19])[c:5]2[n:6][cH:7][n:8]([CH2:11][c:12]3[c:13]([CH3:18])[s:14][c:15]([CH3:17])[cH:16]3)[c:9]2[n:10]1.[Na+:22].[OH-:21]>>[NH2:1][c:2]1[nH:3][c:4](=[O:21])[c:5]2[n:6][cH:7][n:8]([CH2:11][c:12]3[c:13]([CH3:18])[s:14][c:15]([CH3:17])[cH:16]3)[c:9]2[n:10]1. Starting materials: C(C(=O)O)(=O)O (oxalic acid), C(C)(C)(C)C1=CC=C(CCl)C=C1 (p-(t-butyl)benzyl chloride), CN1CC(OC2=C(C1=S)C=CC=N2)CCNC (2,3-dihydro-4-methyl-2-[2-(methylamino)ethyl]pyrido[3,2-f]-1,4-oxazepine-5(4H)-thione), C(C)(C)N(CC)C(C)C (diisopropylethylamine). The solvent is C(C)(C)O (isopropyl alcohol), C(C)O (ethanol). Product: C(C(=O)O)(=O)O.CC(C)(C)C1=CC=C(C=C1)CN(CCC1OC2=C(C(N(C1)C)=S)C=CC=N2)C (2-[2-[[[4-(1,1-Dimethylethyl)phenyl]methyl]methylamino]ethyl]-2,3-dihydro-4-methylpyrido[3,2-f]-1,4-oxazepine-5(4H)-thione oxalate). As a reaction SMILES: [CH3:1][N:2]1[C:8](=[S:9])[C:7]2[CH:10]=[CH:11][CH:12]=[N:13][C:6]=2[O:5][CH:4]([CH2:14][CH2:15][NH:16][CH3:17])[CH2:3]1.C(N(C(C)C)CC)(C)C.[C:27]([C:31]1[CH:38]=[CH:37][C:34]([CH2:35]Cl)=[CH:33][CH:32]=1)([CH3:30])([CH3:29])[CH3:28].[C:39]([OH:44])(=[O:43])[C:40]([OH:42])=[O:41]>C(O)(C)C.C(O)C>[C:39]([OH:44])(=[O:43])[C:40]([OH:42])=[O:41].[CH3:28][C:27]([C:31]1[CH:38]=[CH:37][C:34]([CH2:35][N:16]([CH3:17])[CH2:15][CH2:14][CH:4]2[CH2:3][N:2]([CH3:1])[C:8](=[S:9])[C:7]3[CH:10]=[CH:11][CH:12]=[N:13][C:6]=3[O:5]2)=[CH:33][CH:32]=1)([CH3:30])[CH3:29] |f:6.7|. Reported procedure: To 40 ml of absolute ethanol was added 6.6 g of 2,3-dihydro-4-methyl-2-[2-(methylamino)ethyl]pyrido[3,2-f]-1,4-oxazepine-5(4H)-thione and 3.35 g (0.026 mole) of diisopropylethylamine. While stirring, 4.75 g (0.026 mole) of p-(t-butyl)benzyl chloride was added at a rapid drop rate. The reaction solution was heated to reflux for 4 hr. After cooling, ethanol was removed by rotary evaporation. The residue was taken up in 100 ml of methylene chloride and the solution was washed with 2×50 ml of 1N pot... The reactants are COC1=C(C(=CC(=C1)[N+](=O)[O-])OC)OC (1,2,3-trimethoxy-5-nitrobenzene), O.NN (hydrazine hydrate). Reagents/catalysts: [Pd] (palladium on carbon). The solvent is C(C)O (ethanol). Product: COC=1C=C(N)C=C(C1OC)OC (3,4,5-trimethoxyaniline). Yield: 96.2%. RXN SMILES: [CH3:1][O:2][C:3]1[CH:8]=[C:7]([N+:9]([O-])=O)[CH:6]=[C:5]([O:12][CH3:13])[C:4]=1[O:14][CH3:15].O.NN>C(O)C.[Pd]>[CH3:13][O:12][C:5]1[CH:6]=[C:7]([CH:8]=[C:3]([O:2][CH3:1])[C:4]=1[O:14][CH3:15])[NH2:9] |f:1.2|. Procedure: To a solution of 1,2,3-trimethoxy-5-nitrobenzene (6.64 g, 31.2 mmol) in ethanol (250 mL) was added palladium on carbon (10%, 300 mg) and hydrazine hydrate (85%, 5.7 mL). After emission of gas has ceased, the reaction mixture was heated at refluxed for 1 hour, cooling to room temperature, filtered and evaporated to afford the product 3,4,5-trimethoxyaniline as a white solid (5.5 g, yield 96.4%). 1H NMR (400 MHz, DMSO-d6) δ ppm 5.86 (s, 2H), 4.82 (br, 2H), 3.64 (s, 6H), 3.50 (s, 3H). Starting materials: O (water), FC1=C(C=CC(=C1)F)[N+](=O)[O-] (2,4-difluoro-1-nitrobenzene), NC=1C=NC=C(C1)F (3-amino-5-fluoropyridine), CC(C)([O-])C.[K+] (potassium tert-butoxide), CN(C)C=O (DMF). Reaction conditions: time 8 hour. Yields the product FC=1C=C(C=NC1)NC1=C(C=C(C=C1)F)[N+](=O)[O-] (5-fluoro-N-(4-fluoro-2-nitrophenyl)pyridin-3-amine). As a reaction SMILES: [F:1][C:2]1[CH:7]=C(F)[CH:5]=[CH:4][C:3]=1[N+]([O-])=O.[NH2:12][C:13]1[CH:14]=[N:15][CH:16]=[C:17]([F:19])[CH:18]=1.CC(C)([O-:23])C.[K+].[OH2:26].C[N:28]([CH:30]=O)C>>[F:19][C:17]1[CH:18]=[C:13]([NH:12][C:5]2[CH:4]=[CH:3][C:2]([F:1])=[CH:7][C:30]=2[N+:28]([O-:23])=[O:26])[CH:14]=[N:15][CH:16]=1 |f:2.3|. Procedure details: To a solution of 2,4-difluoro-1-nitrobenzene (1.723 mL, 15.71 mmol) and 3-amino-5-fluoropyridine (1.468 g, 13.10 mmol) in DMF (21.83 mL) was added potassium tert-butoxide (2.94 g, 26.2 mmol). The solution was stirred under argon at rt overnight. The solution was poured into water and extracted with EtOAc, organic extracts were dried over magnesium sulfate and concentrated to a brown solid. The brown solid was purified by column chromatography on a silica gel column using 5 to 30% gradient of EtO... Starting materials: Br, Br, CCOC(C)=O, O=C1CCc2ccc(Cl)cc21. Product: O=C1c2cc(Cl)ccc2CC1Br. RXN SMILES: [Br:1].[BrH:13].[CH2:14]([O:15][C:16](=[O:17])[CH3:18])[CH3:19].[Cl:2][c:3]1[cH:4][cH:5][c:6]2[c:10]([cH:11]1)[C:9](=[O:12])[CH2:8][CH2:7]2>>[Cl:2][c:3]1[cH:4][cH:5][c:6]2[c:10]([cH:11]1)[C:9](=[O:12])[CH:8]([Br:13])[CH2:7]2. Starting materials: CC(C)(C)OC(=O)N1Cc2cc3c(cc2CC1C(=O)O)NC(=O)C(c1ccc(OCc2ccc(Cl)c(Cl)c2)cc1)O3, CO. Yields the product CC(C)(C)OC(=O)N1Cc2cc3c(cc2CC1C(=O)O)NC(=O)C(c1ccc(O)cc1)O3. As a reaction SMILES: [C:1]([CH3:2])([CH3:3])([CH3:4])[O:5][C:6](=[O:7])[N:8]1[CH2:9][c:10]2[cH:11][c:12]3[c:17]([cH:18][c:19]2[CH2:20][CH:21]1[C:22](=[O:23])[OH:24])[NH:16][C:15](=[O:25])[CH:14]([c:26]1[cH:27][cH:28][c:29]([O:32][CH2:33][c:34]2[cH:35][cH:36][c:37]([Cl:38])[c:39]([Cl:40])[cH:41]2)[cH:30][cH:31]1)[O:13]3.[CH3:42][OH:43]>>[C:1]([CH3:2])([CH3:3])([CH3:4])[O:5][C:6](=[O:7])[N:8]1[CH2:9][c:10]2[cH:11][c:12]3[c:17]([cH:18][c:19]2[CH2:20][CH:21]1[C:22](=[O:23])[OH:24])[NH:16][C:15](=[O:25])[CH:14]([c:26]1[cH:27][cH:28][c:29]([OH:32])[cH:30][cH:31]1)[O:13]3. Reactants: CCCC[N+](CCCC)(CCCC)CCCC, Cc1ccccc1, CC(CO)CO, COCCOC, COc1ccc(-c2c(-c3ccccc3)oc3ncnc(Cl)c23)cc1, Cl, [Na+], [OH-], O, O=S(=O)([O-])O. Yields the product COc1ccc(-c2c(-c3ccccc3)oc3ncnc(OCC(C)CO)c23)cc1. As a reaction SMILES: [CH2:53]([N+:54]([CH2:55][CH2:56][CH2:57][CH3:58])([CH2:59][CH2:60][CH2:61][CH3:62])[CH2:63][CH2:64][CH2:65][CH3:66])[CH2:67][CH2:68][CH3:69].[CH3:34][c:35]1[cH:36][cH:37][cH:38][cH:39][cH:40]1.[CH3:3][CH:4]([CH2:5][OH:6])[CH2:7][OH:8].[CH3:41][O:42][CH2:43][CH2:44][O:45][CH3:46].[Cl:9][c:10]1[c:11]2[c:12]([n:13][cH:14][n:15]1)[o:16][c:17](-[c:27]1[cH:28][cH:29][cH:30][cH:31][cH:32]1)[c:18]2-[c:19]1[cH:20][cH:21][c:22]([O:25][CH3:26])[cH:23][cH:24]1.[ClH:33].[Na+:2].[OH-:1].[OH2:47].[S:48]([O-:49])([OH:50])(=[O:51])=[O:52]>>[CH3:3][CH:4]([CH2:5][O:6][c:10]1[c:11]2[c:12]([n:13][cH:14][n:15]1)[o:16][c:17](-[c:27]1[cH:28][cH:29][cH:30][cH:31][cH:32]1)[c:18]2-[c:19]1[cH:20][cH:21][c:22]([O:25][CH3:26])[cH:23][cH:24]1)[CH2:7][OH:8]. The product is N(=[N+]=[N-])C[C@H]1CN(C[C@@H]1O)CC1=CC=CC=C1 ((3R,4R)-3-azidomethyl-1-benzyl-4-hydroxypyrrolidine). Conditions: temperature 120 celsius, time 1 hour. Run in CN(C=O)C (N,N-dimethylformamide). Yield: 84.7%. The reactants are C(C1=CC=CC=C1)N1C[C@@H]([C@H](C1)COS(=O)(=O)C)O ((3R,4R)-1-Benzyl-3-hydroxy-4-methanesulfonyloxymethylpyrrolidine), [N-]=[N+]=[N-].[Na+] (sodium azide). Procedure details: (3R,4R)-1-Benzyl-3-hydroxy-4-methanesulfonyloxymethylpyrrolidine (835 mg), sodium azide (381 mg), and N,N-dimethylformamide (12 mL) were mixed with one another and the mixture was stirred at 120° C. for 1 hour. Subsequently, the reaction mixture was concentrated under reduced pressure. To the resulting residue, water (10 mL) was added and the mixture was extracted with diethyl ether (2×30 mL). The diethyl ether extracts were combined and the combined extract was dried over anhydrous sodium sulfa... As a reaction SMILES: [CH2:1]([N:8]1[CH2:12][C@H:11]([CH2:13]OS(C)(=O)=O)[C@@H:10]([OH:19])[CH2:9]1)[C:2]1[CH:7]=[CH:6][CH:5]=[CH:4][CH:3]=1.[N-:20]=[N+:21]=[N-:22].[Na+]>CN(C)C=O>[N:20]([CH2:13][C@@H:11]1[C@@H:10]([OH:19])[CH2:9][N:8]([CH2:1][C:2]2[CH:7]=[CH:6][CH:5]=[CH:4][CH:3]=2)[CH2:12]1)=[N+:21]=[N-:22] |f:1.2|.